Dataset: the Open Reaction Database (ORD), a public repository of structured organic reaction records. Task: describe an organic reaction: reactants, conditions, products, and yield The reactants are C1(CCCCC1)P(C1=C(C=CC=C1)C1=C(C=CC=C1)N(C)C)C1CCCCC1 ((2′-dicyclohexylphosphanyl-biphenyl-2-yl)-dimethyl-amine), C[Si]([N-][Si](C)(C)C)(C)C.[Li+] (lithium hexamethyl disilazide), ClN1CC(=CC=C1)Cl (1,3-dichloropyridine), C(C)(C)(C)OC(C)=O (Acetic acid tert-butyl ester). The reagents and catalysts are C=1C=CC(=CC1)/C=C/C(=O)/C=C/C2=CC=CC=C2.C=1C=CC(=CC1)/C=C/C(=O)/C=C/C2=CC=CC=C2.C=1C=CC(=CC1)/C=C/C(=O)/C=C/C2=CC=CC=C2.[Pd].[Pd] (Pd2(dba)3). Solvent: O (Water), C1(=CC=CC=C1)C (toluene), C1(=CC=CC=C1)C (toluene). Conditions: time 10 minute. Yields the product C(C)(C)(C)OC(CC=1C=NC=C(C1)Cl)=O ((5-Chloro-pyridin-3-yl)-acetic acid tert-butyl ester). As a reaction SMILES: C1(P(C2CCCCC2)C2C=CC=CC=2C2C=CC=CC=2N(C)C)CCCCC1.C[Si](C)(C)[N-][Si](C)(C)C.[Li+].[C:39]([O:43][C:44](=[O:46])[CH3:45])([CH3:42])([CH3:41])[CH3:40].Cl[N:48]1[CH:53]=[CH:52][CH:51]=[C:50]([Cl:54])[CH2:49]1>C1(C)C=CC=CC=1.C1C=CC(/C=C/C(/C=C/C2C=CC=CC=2)=O)=CC=1.C1C=CC(/C=C/C(/C=C/C2C=CC=CC=2)=O)=CC=1.C1C=CC(/C=C/C(/C=C/C2C=CC=CC=2)=O)=CC=1.[Pd].[Pd].O>[C:39]([O:43][C:44](=[O:46])[CH2:45][C:52]1[CH:53]=[N:48][CH:49]=[C:50]([Cl:54])[CH:51]=1)([CH3:42])([CH3:41])[CH3:40] |f:1.2,6.7.8.9.10|. Reported procedure: Pd2(dba)3 (928 mg, 1.01 mmol) and (2′-dicyclohexylphosphanyl-biphenyl-2-yl)-dimethyl-amine (838 mg, 2.13 mmol) are added at RT under an atmosphere of argon to a solution of lithium hexamethyl disilazide in toluene (prepared by addition of n-BuLi (1.6 M in hexane, 24.3 ml, 38.85 mmol) to hexamethyl disilazane (6.27 g, 38.85 mmol) in toluene (100 ml) at −78° C.). The mixture is stirred at RT for 10 minutes, then it is cooled to −10° C. Acetic acid tert-butyl ester (4.12 g, 35.48 mmol) is added dur...